From a dataset of the Open Reaction Database (ORD), a public repository of structured organic reaction records. describe an organic reaction: reactants, conditions, products, and yield The reactants are C(=O)NC=1SC=C(N1)C(C(=O)O)=NOCC(N)=O (2-(2-formamidothiazol-4-yl)-2-carbamoylmethoxyiminoacetic acid), CN(C=O)C (N,N-dimethylformamide), P(=O)(Cl)(Cl)Cl (phosphoryl chloride), NC1[C@@H]2N(C(=C(CS2)CSC2=NN=NN2CCCCCC)C(=O)O)C1=O (7-amino-3-(1-n-hexyl-1H-tetrazol-5-yl)thiomethyl-3-cephem-4-carboxylic acid). The solvent is O1CCCC1 (tetrahydrofuran), CC(=O)C (acetone). The product is C(=O)NC=1SC=C(N1)C(C(=O)NC1[C@@H]2N(C(=C(CS2)CSC2=NN=NN2CCCCCC)C(=O)O)C1=O)=NOCC#N (7-[2-(2-formamidothiazol-4-yl)-2-cyanomethoxyiminoacetamido]-3-(1-n-hexyl-1H-tetrazol-5-yl)thiomethyl-3-cephem-4-carboxylic acid). Yield: 38.6%. RXN SMILES: [CH:1]([NH:3][C:4]1[S:5][CH:6]=[C:7]([C:9](=[N:13][O:14][CH2:15][C:16](=O)[NH2:17])[C:10]([OH:12])=O)[N:8]=1)=[O:2].CN(C)C=O.P(Cl)(Cl)(Cl)=O.[NH2:29][CH:30]1[C:53](=[O:54])[N:32]2[C:33]([C:50]([OH:52])=[O:51])=[C:34]([CH2:37][S:38][C:39]3[N:43]([CH2:44][CH2:45][CH2:46][CH2:47][CH2:48][CH3:49])[N:42]=[N:41][N:40]=3)[CH2:35][S:36][C@H:31]12>O1CCCC1.CC(C)=O>[CH:1]([NH:3][C:4]1[S:5][CH:6]=[C:7]([C:9](=[N:13][O:14][CH2:15][C:16]#[N:17])[C:10]([NH:29][CH:30]2[C:53](=[O:54])[N:32]3[C:33]([C:50]([OH:52])=[O:51])=[C:34]([CH2:37][S:38][C:39]4[N:43]([CH2:44][CH2:45][CH2:46][CH2:47][CH2:48][CH3:49])[N:42]=[N:41][N:40]=4)[CH2:35][S:36][C@H:31]23)=[O:12])[N:8]=1)=[O:2]. Procedure: A solution of 2-(2-formamidothiazol-4-yl)-2-carbamoylmethoxyiminoacetic acid (syn isomer, 1.35 g.), N,N-dimethylformamide (0.814 g.) and phosphoryl chloride (1.71 g.) in tetrahydrofuran (13.4 ml.) and a solution of 7-amino-3-(1-n-hexyl-1H-tetrazol-5-yl)thiomethyl-3-cephem-4-carboxylic acid (1.95 g.) in 50% aqueous acetone (20 ml.) were treated in a similar manner to that of Example 9-(1) to give 7-[2-(2-formamidothiazol-4-yl)-2-cyanomethoxyiminoacetamido]-3-(1-n-hexyl-1H-tetrazol-5-yl)thiomethyl... The reactants are BrCc1ccccc1, CCCCCC(O)c1cccc(N)c1. The product is CCCCCC(O)c1cccc(NCc2ccccc2)c1. Reaction SMILES: [Br:1][CH2:2][c:3]1[cH:4][cH:5][cH:6][cH:7][cH:8]1.[OH:9][CH:10]([CH2:11][CH2:12][CH2:13][CH2:14][CH3:15])[c:16]1[cH:17][c:18]([NH2:19])[cH:20][cH:21][cH:22]1>>[CH2:2]([c:3]1[cH:4][cH:5][cH:6][cH:7][cH:8]1)[NH:19][c:18]1[cH:17][c:16]([CH:10]([OH:9])[CH2:11][CH2:12][CH2:13][CH2:14][CH3:15])[cH:22][cH:21][cH:20]1. The reactants are CCOC(=O)c1cnn(-c2cccc(-c3ccccc3OCc3ccc(Br)cc3)n2)c1C(F)(F)F, CC#N, OB(O)C=Cc1ccc(C(F)(F)F)cc1, [Na+], [Na+], O=C([O-])[O-]. Product: CCOC(=O)c1cnn(-c2cccc(-c3ccccc3OCc3ccc(C=Cc4ccc(C(F)(F)F)cc4)cc3)n2)c1C(F)(F)F. RXN SMILES: [Br:1][c:2]1[cH:3][cH:4][c:5]([CH2:6][O:7][c:8]2[c:9](-[c:14]3[cH:15][cH:16][cH:17][c:18](-[n:20]4[n:21][cH:22][c:23]([C:29](=[O:30])[O:31][CH2:32][CH3:33])[c:24]4[C:25]([F:26])([F:27])[F:28])[n:19]3)[cH:10][cH:11][cH:12][cH:13]2)[cH:34][cH:35]1.[CH3:57][C:58]#[N:59].[F:36][C:37]([c:38]1[cH:39][cH:40][c:41]([CH:44]=[CH:45][B:46]([OH:47])[OH:48])[cH:42][cH:43]1)([F:49])[F:50].[Na+:51].[Na+:52].[O-:53][C:54](=[O:55])[O-:56]>>[c:2]1([CH:45]=[CH:44][c:41]2[cH:40][cH:39][c:38]([C:37]([F:36])([F:49])[F:50])[cH:43][cH:42]2)[cH:3][cH:4][c:5]([CH2:6][O:7][c:8]2[c:9](-[c:14]3[cH:15][cH:16][cH:17][c:18](-[n:20]4[n:21][cH:22][c:23]([C:29](=[O:30])[O:31][CH2:32][CH3:33])[c:24]4[C:25]([F:26])([F:27])[F:28])[n:19]3)[cH:10][cH:11][cH:12][cH:13]2)[cH:34][cH:35]1. Reactants: C(CCCC)OC1=C(C=CC=C1)C1=CC=C(C=C1)C1=CC=C(C=C1)C(=O)OC (4-(n-pentyloxyphenyl)-4'-methoxycarbonylbiphenyl), [OH-].[Na+] (sodium hydroxide), Cl (hydrochloric acid). Run in O1CCCC1 (tetrahydrofuran). Reaction conditions: temperature 80 celsius. The product is C(CCCC)OC1=C(C=CC=C1)C1=CC=C(C=C1)C1=CC=C(C=C1)C(=O)O (4-(n-pentyloxyphenyl)-4'-carboxybiphenyl). Yield: 100.5%. Reaction SMILES: [CH2:1]([O:6][C:7]1[CH:12]=[CH:11][CH:10]=[CH:9][C:8]=1[C:13]1[CH:18]=[CH:17][C:16]([C:19]2[CH:24]=[CH:23][C:22]([C:25]([O:27]C)=[O:26])=[CH:21][CH:20]=2)=[CH:15][CH:14]=1)[CH2:2][CH2:3][CH2:4][CH3:5].[OH-].[Na+].Cl>O1CCCC1>[CH2:1]([O:6][C:7]1[CH:12]=[CH:11][CH:10]=[CH:9][C:8]=1[C:13]1[CH:18]=[CH:17][C:16]([C:19]2[CH:24]=[CH:23][C:22]([C:25]([OH:27])=[O:26])=[CH:21][CH:20]=2)=[CH:15][CH:14]=1)[CH2:2][CH2:3][CH2:4][CH3:5] |f:1.2|. Procedure details: A mixture of 4-(n-pentyloxyphenyl)-4'-methoxycarbonylbiphenyl (220 mg, 0.58 mmol) and 5N sodium hydroxide (1.17 mL, 5.88 mmol) in tetrahydrofuran (20 mL) was heated at 80° C. under reflux for a period of 18 h. The cooled mixture was acidified with 1N hydrochloric acid (35 mL) and partitioned between ethyl acetate and water. The organic suspension was washed with water (3×) and brine. The organic layer was then filtered to give the carboxylic acid, 4-(n-pentyloxyphenyl)-4'-carboxybiphenyl (210 mg... Reactants: BrC1=C(C2=C(OC(O2)(F)F)C=C1)Cl (5-Bromo-4-chloro-2,2-difluorobenzo[d][1,3]dioxole), C(C)(C)OB1OC(C(O1)(C)C)(C)C (2-isopropoxy-4,4,5,5-tetramethyl-1,3,2-dioxaborolane). Run in O1CCCC1 (tetrahydrofuran). Conditions: temperature -25 celsius, time 90 minute. Yields the product ClC1=C(C=CC=2OC(OC21)(F)F)B2OC(C(O2)(C)C)(C)C (2-(4-Chloro-2,2-difluorobenzo[d][1,3]dioxol-5-yl)-4,4,5,5-tetramethyl-1,3,2-dioxaborolane). Yield: 101.8%. Reaction SMILES: Br[C:2]1[CH:12]=[CH:11][C:5]2[O:6][C:7]([F:10])([F:9])[O:8][C:4]=2[C:3]=1[Cl:13].C(O[B:18]1[O:22][C:21]([CH3:24])([CH3:23])[C:20]([CH3:26])([CH3:25])[O:19]1)(C)C>O1CCCC1>[Cl:13][C:3]1[C:4]2[O:8][C:7]([F:10])([F:9])[O:6][C:5]=2[CH:11]=[CH:12][C:2]=1[B:18]1[O:22][C:21]([CH3:24])([CH3:23])[C:20]([CH3:26])([CH3:25])[O:19]1. Procedure details: 5-Bromo-4-chloro-2,2-difluorobenzo[d][1,3]dioxole (1.0 g, 3.7 mmol) was dissolved in dry tetrahydrofuran (12 mL), cooled to −20 to −30° C. and treated in portions with isopropylmagnesium chloride-lithium chloride complex solution (1.3 M; 3.1 mL, 4.1 mmol). After 90 min at −20 to 0° C., 2-isopropoxy-4,4,5,5-tetramethyl-1,3,2-dioxaborolane (830 μL, 750 mg, 4.1 mmol) was added, and stirring was continued at 0-20° C. for 90 min. The reaction was quenched by addition of saturated NH4Cl (10 mL), and t... Reactants: C1(=C(C=CC=C1)N1N=C(N=C1)C(=O)OCC)C (ethyl 1-(o-tolyl)-1,2,4-triazole-3-carboxylate), [Li+].[OH-] (LiOH), Cl (HCl), CO (MeOH). The solvent is C1CCOC1 (THF). Reaction conditions: temperature 50 celsius, time 5 minute. Product: C1(=C(C=CC=C1)N1N=C(N=C1)C(=O)O)C (1-(o-tolyl)-1,2,4-triazole-3-carboxylic acid). RXN SMILES: [C:1]1([CH3:17])[CH:6]=[CH:5][CH:4]=[CH:3][C:2]=1[N:7]1[CH:11]=[N:10][C:9]([C:12]([O:14]CC)=[O:13])=[N:8]1.[Li+].[OH-].CO.Cl>C1COCC1>[C:1]1([CH3:17])[CH:6]=[CH:5][CH:4]=[CH:3][C:2]=1[N:7]1[CH:11]=[N:10][C:9]([C:12]([OH:14])=[O:13])=[N:8]1 |f:1.2|. Procedure: To a solution of ethyl 1-(o-tolyl)-1,2,4-triazole-3-carboxylate (400 mg, 1.7 mmol) in 3 mL THF was added 4 M LiOH (2 mL, 8 mmol) followed by 3 mL of MeOH. The reaction mixture was stirred at 50° C. for 5 minutes, after which the pH was adjusted to 4 with the addition of conc. HCl. After extraction, drying (MgSO4), filtration and drying under reduced pressure, 43 mg of residue was recovered (12%) and used in the subsequent step without further purification. Starting materials: CC(C)(C)O, COc1ccccc1-c1ccc2cnc(S(C)=O)nn12, CN1CCN(c2ccc(N)nc2)CC1, CCN(C(C)C)C(C)C, [Cs+], [F-]. Yields the product COc1ccccc1-c1ccc2cnc(Nc3ccc(N4CCN(C)CC4)cn3)nn12. Reaction SMILES: [C:46]([OH:47])([CH3:48])([CH3:49])[CH3:50].[CH3:15][S:16](=[O:17])[c:18]1[n:19][n:20]2[c:21]([cH:22][n:23]1)[cH:24][cH:25][c:26]2-[c:27]1[c:28]([O:33][CH3:34])[cH:29][cH:30][cH:31][cH:32]1.[CH3:1][N:2]1[CH2:3][CH2:4][N:5]([c:8]2[cH:9][cH:10][c:11]([NH2:14])[n:12][cH:13]2)[CH2:6][CH2:7]1.[CH:37]([N:38]([CH2:39][CH3:40])[CH:41]([CH3:42])[CH3:43])([CH3:44])[CH3:45].[Cs+:36].[F-:35]>>[CH3:1][N:2]1[CH2:3][CH2:4][N:5]([c:8]2[cH:9][cH:10][c:11]([NH:14][c:18]3[n:19][n:20]4[c:21]([cH:22][n:23]3)[cH:24][cH:25][c:26]4-[c:27]3[c:28]([O:33][CH3:34])[cH:29][cH:30][cH:31][cH:32]3)[n:12][cH:13]2)[CH2:6][CH2:7]1. Reactants: c1ccc(CNCc2ccccc2)cc1, CC(=O)OC(C)=O, O=CO, O. Product: O=CN(Cc1ccccc1)Cc1ccccc1. As a reaction SMILES: [CH2:1]([c:2]1[cH:3][cH:4][cH:5][cH:6][cH:7]1)[NH:8][CH2:9][c:10]1[cH:11][cH:12][cH:13][cH:14][cH:15]1.[CH3:16][C:17](=[O:18])[O:19][C:20](=[O:21])[CH3:22].[CH:23]([OH:24])=[O:25].[OH2:26]>>[CH2:1]([c:2]1[cH:3][cH:4][cH:5][cH:6][cH:7]1)[N:8]([CH2:9][c:10]1[cH:11][cH:12][cH:13][cH:14][cH:15]1)[CH:17]=[O:18]. Reactants: CC(C)(C)OC(=O)N1CCC(c2cc(Cl)cc(Cl)c2)C1, C1COCCO1, Cl, [Na+], [OH-]. Product: Clc1cc(Cl)cc(C2CCNC2)c1. Reaction SMILES: [C:8]([O:9][C:10](=[O:11])[N:15]1[CH2:16][CH:17]([c:20]2[cH:21][c:22]([Cl:27])[cH:23][c:24]([Cl:26])[cH:25]2)[CH2:18][CH2:19]1)([CH3:12])([CH3:13])[CH3:14].[CH2:2]1[O:3][CH2:4][CH2:5][O:6][CH2:7]1.[ClH:1].[Na+:29].[OH-:28]>>[NH:15]1[CH2:16][CH:17]([c:20]2[cH:21][c:22]([Cl:27])[cH:23][c:24]([Cl:26])[cH:25]2)[CH2:18][CH2:19]1.